Task: describe an organic reaction: reactants, conditions, products, and yield. Dataset: the Open Reaction Database (ORD), a public repository of structured organic reaction records Starting materials: CC1=C(C=NC=C1)C=1SC=C(N1)C=1C=C(C(=O)O)C=CC1 (3-[2-(4-Methylpyridin-3-yl)-1,3-thiazol-4-yl]benzoic acid), C1CCOC1 (THF), S(=O)(Cl)Cl (thionyl chloride), CN(C)C=O (DMF). Run at time 30 minute. The product is N1(CCC1)C(=O)C=1C=C(C=CC1)C=1N=C(SC1)C=1C=NC=CC1C (3-{4-[3-(1-azetidinylcarbonyl)phenyl]-1,3-thiazol-2-yl}-4-methylpyridine). As a reaction SMILES: [CH3:1][C:2]1[CH:7]=[CH:6][N:5]=[CH:4][C:3]=1[C:8]1[S:9][CH:10]=[C:11]([C:13]2[CH:14]=[C:15]([CH:19]=[CH:20][CH:21]=2)[C:16]([OH:18])=O)[N:12]=1.S(Cl)(Cl)=O.[CH3:26][N:27]([CH:29]=O)C.[CH2:31]1COCC1>>[N:27]1([C:16]([C:15]2[CH:14]=[C:13]([C:11]3[N:12]=[C:8]([C:3]4[CH:4]=[N:5][CH:6]=[CH:7][C:2]=4[CH3:1])[S:9][CH:10]=3)[CH:21]=[CH:20][CH:19]=2)=[O:18])[CH2:29][CH2:31][CH2:26]1. Reported procedure: 3-[2-(4-Methylpyridin-3-yl)-1,3-thiazol-4-yl]benzoic acid (238 mg) was suspended in THF (10 ml) and thionyl chloride (0.09 ml) and DMF (0.05 ml) were added. The mixture was heated under reflux for 1 hr. The reaction mixture was concentrated under reduced pressure and re-dissolved in THF (10 ml). To this solution was added a solution of azetidine hydrochloride (0.54 g) dissolved in 1N NaOH (10 ml), and the mixture was stirred at room temperature for 30 min. The reaction mixture extracted with eth... Starting materials: Cc1c(Br)c2c(c(C)c1NC(=O)OC(C)(C)C)C(O)C(C)(C)O2, CCOC(C)=O, CNC, CCCCCC. Product: Cc1c(Br)c2c(c(C)c1NC(=O)OC(C)(C)C)C(N(C)C)C(C)(C)O2. RXN SMILES: [Br:1][c:2]1[c:3]([CH3:23])[c:4]([NH:15][C:16]([O:17][C:18]([CH3:19])([CH3:20])[CH3:21])=[O:22])[c:5]([CH3:14])[c:6]2[c:10]1[O:9][C:8]([CH3:11])([CH3:12])[CH:7]2[OH:13].[C:33]([O:34][CH2:35][CH3:36])(=[O:37])[CH3:38].[CH3:24][NH:25][CH3:26].[CH3:27][CH2:28][CH2:29][CH2:30][CH2:31][CH3:32]>>[Br:1][c:2]1[c:3]([CH3:23])[c:4]([NH:15][C:16]([O:17][C:18]([CH3:19])([CH3:20])[CH3:21])=[O:22])[c:5]([CH3:14])[c:6]2[c:10]1[O:9][C:8]([CH3:11])([CH3:12])[CH:7]2[N:25]([CH3:24])[CH3:26]. Starting materials: C=CCOC(=O)N1CC(SC(C)=O)CC1C(=O)O, C=CCOC(=O)c1ccc(N)c(OCC=C)c1, CN1CCOCC1, O=C(Cl)C(=O)Cl, ClCCl, CN(C)C=O. The product is C=CCOC(=O)c1ccc(NC(=O)C2CC(SC(C)=O)CN2C(=O)OCC=C)c(OCC=C)c1. As a reaction SMILES: [C:7]([CH3:8])(=[O:9])[S:10][CH:11]1[CH2:12][CH:13]([C:22](=[O:23])[OH:24])[N:14]([C:16](=[O:17])[O:18][CH2:19][CH:20]=[CH2:21])[CH2:15]1.[CH2:32]([CH:33]=[CH2:34])[O:35][c:36]1[cH:37][c:38]([C:39](=[O:40])[O:41][CH2:42][CH:43]=[CH2:44])[cH:45][cH:46][c:47]1[NH2:48].[CH3:25][N:26]1[CH2:27][CH2:28][O:29][CH2:30][CH2:31]1.[Cl:1][C:2]([C:3]([Cl:4])=[O:5])=[O:6].[Cl:49][CH2:50][Cl:51].[O:52]=[CH:53][N:54]([CH3:55])[CH3:56]>>[C:7]([CH3:8])(=[O:9])[S:10][CH:11]1[CH2:12][CH:13]([C:22](=[O:24])[NH:48][c:47]2[c:36]([O:35][CH2:32][CH:33]=[CH2:34])[cH:37][c:38]([C:39](=[O:40])[O:41][CH2:42][CH:43]=[CH2:44])[cH:45][cH:46]2)[N:14]([C:16](=[O:17])[O:18][CH2:19][CH:20]=[CH2:21])[CH2:15]1. Starting materials: COC=1C=C2C(=CC=NC2=CC1OCC1OC1)OC1=C(C=C(C=C1)C)C(=O)C1=CC=CC=C1 ((2-{[6-Methoxy-7-(2-oxiranylmethoxy)-4-quinolyl]oxy}-5-methylphenyl)(phenyl)methanone), CN(C=O)C (N,N-dimethylformamide), N1C=NC=C1 (imidazole), O (water). Reaction conditions: temperature 80 celsius, time 8 hour. The product is OC(COC1=C(C=C2C(=CC=NC2=C1)OC1=C(C=C(C=C1)C)C(=O)C1=CC=CC=C1)OC)CC(=O)N1C=NC=C1 ([2-({7-[2-Hydroxy-3-(1-imidazoyl)propoxy]-6-methoxy-4-quinolyl}oxy)-5-methylphenyl](phenyl)methanone). The yield is 80.0%. As a reaction SMILES: [CH3:1][O:2][C:3]1[CH:4]=[C:5]2[C:10](=[CH:11][C:12]=1[O:13][CH2:14][CH:15]1[CH2:17][O:16]1)[N:9]=[CH:8][CH:7]=[C:6]2[O:18][C:19]1[CH:24]=[CH:23][C:22]([CH3:25])=[CH:21][C:20]=1[C:26]([C:28]1[CH:33]=[CH:32][CH:31]=[CH:30][CH:29]=1)=[O:27].[NH:34]1[CH:38]=[CH:37][N:36]=[CH:35]1.O.CN(C)[CH:42]=[O:43]>>[OH:16][CH:15]([CH2:17][C:42]([N:34]1[CH:38]=[CH:37][N:36]=[CH:35]1)=[O:43])[CH2:14][O:13][C:12]1[CH:11]=[C:10]2[C:5]([C:6]([O:18][C:19]3[CH:24]=[CH:23][C:22]([CH3:25])=[CH:21][C:20]=3[C:26]([C:28]3[CH:29]=[CH:30][CH:31]=[CH:32][CH:33]=3)=[O:27])=[CH:7][CH:8]=[N:9]2)=[CH:4][C:3]=1[O:2][CH3:1]. Reported procedure: (2-{[6-Methoxy-7-(2-oxiranylmethoxy)-4-quinolyl]oxy}-5-methylphenyl)(phenyl)methanone (39 mg) and imidazole (18 mg) were suspended in N,N-dimethylformamide (3 ml), and the suspension was stirred at 80° C. overnight. The reaction solution was cooled to room temperature, water was then added to the reaction solution, and the mixture was extracted with ethyl acetate. The ethyl acetate layer was then washed with water and saturated brine and was dried over anhydrous sodium sulfate. The solvent was r... Reactants: COc1cc(C(C)=O)cc(OC)c1OC, O=Cc1c[nH]c2ccc(Cl)cc12. Yields the product COc1cc(C(=O)C=Cc2c[nH]c3ccc(Cl)cc23)cc(OC)c1OC. RXN SMILES: [CH3:1][O:2][c:3]1[cH:4][c:5]([C:13]([CH3:14])=[O:15])[cH:6][c:7]([O:11][CH3:12])[c:8]1[O:9][CH3:10].[Cl:16][c:17]1[cH:18][c:19]2[c:20]([CH:26]=[O:27])[cH:21][nH:22][c:23]2[cH:24][cH:25]1>>[CH3:1][O:2][c:3]1[cH:4][c:5]([C:13]([CH:14]=[CH:26][c:20]2[c:19]3[cH:18][c:17]([Cl:16])[cH:25][cH:24][c:23]3[nH:22][cH:21]2)=[O:15])[cH:6][c:7]([O:11][CH3:12])[c:8]1[O:9][CH3:10]. The reactants are FC1=CC=C(C=C1)C(CNC)O (1-(4-fluorophenyl)-2-methylamino-ethanol), BrC1=C(C2=C(S1)C(CCC2)=O)S(=O)(=O)Cl (2-bromo-7-oxo-4,5,6,7-tetrahydro-benzo[b]thiophene-3-sulfonyl chloride). Yields the product FC1=CC=C(C=C1)C(CN(S(=O)(=O)C=1C2=C(SC1Br)C(CCC2)=O)C)O (2-Bromo-7-oxo-4,5,6,7-tetrahydro-benzo[b]thiophene-3-sulfonic acid[2-(4-fluorophenyl)-2-hydroxy-ethyl]-methyl-amide). RXN SMILES: [F:1][C:2]1[CH:7]=[CH:6][C:5]([CH:8]([OH:12])[CH2:9][NH:10][CH3:11])=[CH:4][CH:3]=1.[Br:13][C:14]1[S:18][C:17]2[C:19](=[O:23])[CH2:20][CH2:21][CH2:22][C:16]=2[C:15]=1[S:24](Cl)(=[O:26])=[O:25]>>[F:1][C:2]1[CH:3]=[CH:4][C:5]([CH:8]([OH:12])[CH2:9][N:10]([CH3:11])[S:24]([C:15]2[C:16]3[CH2:22][CH2:21][CH2:20][C:19](=[O:23])[C:17]=3[S:18][C:14]=2[Br:13])(=[O:26])=[O:25])=[CH:6][CH:7]=1. Reported procedure: From 1-(4-fluorophenyl)-2-methylamino-ethanol (the compound of Preparation Example 17) (186 mg) and 2-bromo-7-oxo-4,5,6,7-tetrahydro-benzo[b]thiophene-3-sulfonyl chloride (the compound of Preparation Example 9) (330 mg), the title compound (373 mg) was obtained as a light brown candy-like substance, in the same way as Preparation Example 41. Reactants: solid, BrC1=CC(=CC=2C(=C3N(C12)CCCNC3=O)C)C#N (7-bromo-11-methyl-1-oxo-2,3,4,5-tetrahydro-[1,4]diazepino[1,2-a]indole-9-carbonitrile), BrC1=CC(=CC=2C(=C3N(C12)CCCNC3=O)C)C#N (7-bromo-11-methyl-1-oxo-2,3,4,5-tetrahydro-[1,4]diazepino[1,2-a]indole-9-carbonitrile), N1=CC(=CC=C1)B(O)O (pyridin-3-ylboronic acid). The product is CC1=C2N(C=3C(=CC(=CC13)C#N)C=1C=NC=CC1)CCCNC2=O (11-Methyl-1-oxo-7-pyridin-3-yl-2,3,4,5-tetrahydro-[1,4]diazepino[1,2-a]indole-9-carbonitrile). RXN SMILES: Br[C:2]1[C:10]2[N:9]3[CH2:11][CH2:12][CH2:13][NH:14][C:15](=[O:16])[C:8]3=[C:7]([CH3:17])[C:6]=2[CH:5]=[C:4]([C:18]#[N:19])[CH:3]=1.[N:20]1[CH:25]=[CH:24][CH:23]=[C:22](B(O)O)[CH:21]=1>>[CH3:17][C:7]1[C:6]2[CH:5]=[C:4]([C:18]#[N:19])[CH:3]=[C:2]([C:22]3[CH:21]=[N:20][CH:25]=[CH:24][CH:23]=3)[C:10]=2[N:9]2[CH2:11][CH2:12][CH2:13][NH:14][C:15](=[O:16])[C:8]=12. Procedure: The title compound, off-white solid (42 mg, 53%), MS (ISP) m/z=317.6 [(M+H)+], mp 260° C., was prepared in accordance with the general method of example 1 from 7-bromo-11-methyl-1-oxo-2,3,4,5-tetrahydro-[1,4]diazepino[1,2-a]indole-9-carbonitrile (intermediate 17) (79.5 mg, 0.25 mmol) and commercially available pyridin-3-ylboronic acid (39.9 mg, 0.325 mmol). Procedure: To a solution of compound 52d (136.2 mg, 0.5 mmol) in CH2Cl2 (5 mL) at room temperature was added (COCl)2 (0.064 mL, 0.75 mmol), followed by DMF (0.01 mL, 0.125 mmol). The reaction mixture was stirred at room temperature for 18 h. The reaction mixture was then concentrated to give compound 52e (light pink powder), which was used in the next reaction without further purification. The reactants are FC=1C2=C(SC1C(=O)O)C=CC(=C2)C2=CC=CC=C2 (3-Fluoro-5-phenyl-benzo[b]thiophene-2-carboxylic acid), C(=O)(C(=O)Cl)Cl ((COCl)2), CN(C)C=O (DMF). The product is FC=1C2=C(SC1C(=O)Cl)C=CC(=C2)C2=CC=CC=C2 (3-Fluoro-5-phenyl-benzo[b]thiophene-2-carbonyl chloride). Reaction conditions: time 18 hour. RXN SMILES: [F:1][C:2]1[C:3]2[CH:13]=[C:12]([C:14]3[CH:19]=[CH:18][CH:17]=[CH:16][CH:15]=3)[CH:11]=[CH:10][C:4]=2[S:5][C:6]=1[C:7](O)=[O:8].C(Cl)(C([Cl:24])=O)=O.CN(C=O)C>C(Cl)Cl>[F:1][C:2]1[C:3]2[CH:13]=[C:12]([C:14]3[CH:19]=[CH:18][CH:17]=[CH:16][CH:15]=3)[CH:11]=[CH:10][C:4]=2[S:5][C:6]=1[C:7]([Cl:24])=[O:8]. The solvent is C(Cl)Cl (CH2Cl2). Reactants: C(C1=CC=CC=C1)N1C(C(=NC2=CC=CC=C12)C(=O)N(C)C)=O (4-Benzyl-N,N-dimethyl-3,4-dihydro-3-oxo-2-quinoxalinecarboxamide), FC(C(=O)O)(F)F (trifluoroacetic acid), C(C)[SiH](CC)CC (triethyl silane). Conditions: time 3 hour. Yields the product C(C1=CC=CC=C1)N1C(C(NC2=CC=CC=C12)C(=O)N(C)C)=O (4-Benzyl-1,2,3,4-tetrahydro-N,N-dimethyl-3-oxo-2-quinoxalinecarboxamide). The yield is 89.9%. Reaction SMILES: [CH2:1]([N:8]1[C:17]2[C:12](=[CH:13][CH:14]=[CH:15][CH:16]=2)[N:11]=[C:10]([C:18]([N:20]([CH3:22])[CH3:21])=[O:19])[C:9]1=[O:23])[C:2]1[CH:7]=[CH:6][CH:5]=[CH:4][CH:3]=1.FC(F)(F)C(O)=O.C([SiH](CC)CC)C>>[CH2:1]([N:8]1[C:17]2[C:12](=[CH:13][CH:14]=[CH:15][CH:16]=2)[NH:11][CH:10]([C:18]([N:20]([CH3:21])[CH3:22])=[O:19])[C:9]1=[O:23])[C:2]1[CH:7]=[CH:6][CH:5]=[CH:4][CH:3]=1. Reported procedure: 4-Benzyl-N,N-dimethyl-3,4-dihydro-3-oxo-2-quinoxalinecarboxamide (1.47 g) was added and dissolved in ice-cooled trifluoroacetic acid (45 ml), to which was further added triethyl silane (4.6 ml). The reaction mixture was stirred at room temperature for 3 hours, then concentrated. The residue was dissolved in ethyl acetate and washed with 10% aqueous potassium carbonate solution, water and a saturated aqueous sodium chloride solution, then dried and concentrated. The obtained crystals were washed ... Yields the product CCCC(NC(=O)Cc1cc(F)cc(F)c1)C(=O)Nc1cn(C(C)c2ccc(C(F)(F)F)cc2)cn1. As a reaction SMILES: [F:21][c:22]1[cH:23][c:24]([CH2:29][C:30](=[O:31])[NH:32][CH:33]([C:34](=[O:35])[OH:36])[CH2:37][CH2:38][CH3:39])[cH:25][c:26]([F:28])[cH:27]1.[N+:1]([O-:2])(=[O:3])[c:4]1[n:5][cH:6][n:7]([CH:9]([CH3:10])[c:11]2[cH:12][cH:13][c:14]([C:17]([F:18])([F:19])[F:20])[cH:15][cH:16]2)[cH:8]1>>[NH:1]([c:4]1[n:5][cH:6][n:7]([CH:9]([CH3:10])[c:11]2[cH:12][cH:13][c:14]([C:17]([F:18])([F:19])[F:20])[cH:15][cH:16]2)[cH:8]1)[C:34]([CH:33]([NH:32][C:30]([CH2:29][c:24]1[cH:23][c:22]([F:21])[cH:27][c:26]([F:28])[cH:25]1)=[O:31])[CH2:37][CH2:38][CH3:39])=[O:35]. Starting materials: CCCC(NC(=O)Cc1cc(F)cc(F)c1)C(=O)O, CC(c1ccc(C(F)(F)F)cc1)n1cnc([N+](=O)[O-])c1.